From a dataset of the Open Reaction Database (ORD), a public repository of structured organic reaction records. describe an organic reaction: reactants, conditions, products, and yield The reactants are IC1=C(N(C(=N1)C1=CC(=CC=C1)OC(F)(F)F)C)C(=O)N1CCC(CC1)N1CCCC1 ([5-iodo-3-methyl-2-(3-trifluoromethoxy-phenyl)-3H-imidazol-4-yl]-(4-pyrrolidin-1-yl-piperidin-1-yl)-methanone), N1=CN=CC(=C1)B(O)O (pyrimidine-5-yl-boronic acid). Product: CN1C(=NC(=C1C(=O)N1CCC(CC1)N1CCCC1)C=1C=NC=NC1)C1=CC(=CC=C1)OC(F)(F)F ([3-Methyl-5-pyrimidin-5-yl-2-(3-trifluoromethoxy-phenyl)-3H-imidazol-4-yl]-(4-pyrrolidin-1-yl-piperidin-1-yl)-methanone). RXN SMILES: I[C:2]1[N:6]=[C:5]([C:7]2[CH:12]=[CH:11][CH:10]=[C:9]([O:13][C:14]([F:17])([F:16])[F:15])[CH:8]=2)[N:4]([CH3:18])[C:3]=1[C:19]([N:21]1[CH2:26][CH2:25][CH:24]([N:27]2[CH2:31][CH2:30][CH2:29][CH2:28]2)[CH2:23][CH2:22]1)=[O:20].[N:32]1[CH:37]=[C:36](B(O)O)[CH:35]=[N:34][CH:33]=1>>[CH3:18][N:4]1[C:3]([C:19]([N:21]2[CH2:26][CH2:25][CH:24]([N:27]3[CH2:31][CH2:30][CH2:29][CH2:28]3)[CH2:23][CH2:22]2)=[O:20])=[C:2]([C:36]2[CH:37]=[N:32][CH:33]=[N:34][CH:35]=2)[N:6]=[C:5]1[C:7]1[CH:12]=[CH:11][CH:10]=[C:9]([O:13][C:14]([F:17])([F:16])[F:15])[CH:8]=1. Reported procedure: In analogy to the procedure described for example 7, [5-iodo-3-methyl-2-(3-trifluoromethoxy-phenyl)-3H-imidazol-4-yl]-(4-pyrrolidin-1-yl-piperidin-1-yl)-methanone (example 19) was reacted with pyrimidine-5-yl-boronic acid to give the title compound as colorless foam. MS: 501.1 (MH+).